Dataset: the Open Reaction Database (ORD), a public repository of structured organic reaction records. Task: describe an organic reaction: reactants, conditions, products, and yield Reactants: BrC1=NC=C(C=C1N)F (2-bromo-5-fluoropyridin-3-amine), C(C=C)(=O)OCC (ethyl acrylate). Reagents/catalysts: CC(C)([P](C(C)(C)C)([Pd][P](C(C)(C)C)(C(C)(C)C)C(C)(C)C)C(C)(C)C)C (bis(tri-tert-butylphosphine)palladium(0)). Solvent: C(C)N(CC)CC (triethylamine). Conditions: temperature 147.5 celsius, time 5 hour. Yields the product NC=1C(=NC=C(C1)F)/C=C/C(=O)OCC (ethyl (2E)-3-(3-amino-5-fluoropyridin-2-yl)acrylate), FC1=CN=C2C=CC(NC2=C1)=O (7-fluoro-1,5-naphthyridin-2(1H)-one). As a reaction SMILES: Br[C:2]1[C:7]([NH2:8])=[CH:6][C:5]([F:9])=[CH:4][N:3]=1.[C:10]([O:14][CH2:15][CH3:16])(=[O:13])[CH:11]=[CH2:12]>CC(C)([P](C(C)(C)C)([Pd][P](C(C)(C)C)(C(C)(C)C)C(C)(C)C)C(C)(C)C)C.C(N(CC)CC)C>[NH2:8][C:7]1[C:2](/[CH:12]=[CH:11]/[C:10]([O:14][CH2:15][CH3:16])=[O:13])=[N:3][CH:4]=[C:5]([F:9])[CH:6]=1.[F:9][C:5]1[CH:6]=[C:7]2[C:2]([CH:12]=[CH:11][C:10](=[O:13])[NH:8]2)=[N:3][CH:4]=1 |^1:19,25|. Procedure: To 0.99 g of 2-bromo-5-fluoropyridin-3-amine, 0.67 mL of ethyl acrylate, 3.5 mL of triethylamine, and 0.13 g of bis(tri-tert-butylphosphine)palladium(0) were added, and the mixture was stirred at an external temperature of 145 to 150° C. for 5 hours in a sealed tube. The reaction mixture was cooled to room temperature and the solvent was distilled off under reduced pressure. The resultant residue was purified by flash silica gel column chromatography using gradient elution with chloroform:methan...